Dataset: the Open Reaction Database (ORD), a public repository of structured organic reaction records. Task: describe an organic reaction: reactants, conditions, products, and yield Reported procedure: The compound (20) (21.8 mg) obtained in item (9) above was dissolved in dichloromethane (1 ml), and to the resulting solution was added a 1.25M hydrogen chloride solution (0.05 ml) in diethylether at 5° C., and the mixture so obtained was allowed to stand at that temperature overnight. The resulting reaction solution was washed with water and the organic layer obtained was dried over anhydrous sodium sulfate and concentrated to give the titled compound (21) (18.0 mg) as a syrup. Yield: 81%. Solvent: ClCCl (dichloromethane), C(C)OCC (diethylether). Yields the product C(C)(=O)O[C@H]1[C@H]([C@@H](O[C@@H]1COC(C)=O)N1C=NC(=C1N=CN(C)C)C(CCl)=O)F (1-(3,5-di-O-acetyl-2-deoxy-2-fluoro-β-D-ribofuranosyl)-4-chloroacetyl-5-(dimethylaminomethyleneamino)imidazole). Starting materials: C(C)(=O)O[C@H]1[C@H]([C@@H](O[C@@H]1COC(C)=O)N1C=NC(=C1N=CN(C)C)C(C=[N+]=[N-])=O)F (1-(3,5-di-O-acetyl-2-deoxy-2-fluoro-β-D-ribofuranosyl)-4-diazoacetyl-5-(dimethylaminomethyleneamino)imidazole), ( 9 ), Cl (hydrogen chloride). Isolated yield 81.0%. RXN SMILES: [C:1]([O:4][C@@H:5]1[C@@H:9]([CH2:10][O:11][C:12](=[O:14])[CH3:13])[O:8][C@@H:7]([N:15]2[C:19]([N:20]=[CH:21][N:22]([CH3:24])[CH3:23])=[C:18]([C:25](=[O:29])[CH:26]=[N+]=[N-])[N:17]=[CH:16]2)[C@@H:6]1[F:30])(=[O:3])[CH3:2].[ClH:31]>ClCCl.C(OCC)C>[C:1]([O:4][C@@H:5]1[C@@H:9]([CH2:10][O:11][C:12](=[O:14])[CH3:13])[O:8][C@@H:7]([N:15]2[C:19]([N:20]=[CH:21][N:22]([CH3:24])[CH3:23])=[C:18]([C:25](=[O:29])[CH2:26][Cl:31])[N:17]=[CH:16]2)[C@@H:6]1[F:30])(=[O:3])[CH3:2]. Starting materials: COC(C1=CC(=CC(=C1)O)OC1=CC=C(C=C1)Br)=O (3-(4-bromophenoxy)-5-hydroxybenzoic acid methyl ester), IC1=CC=CC=C1 (iodobenzene), C([O-])([O-])=O.[Cs+].[Cs+] (cesium carbonate), S(=O)(=O)([O-])[O-].[Mg+2] (magnesium sulfate), CC(C(=NO)C)=NO (dimethylglyoxime). Reagents/catalysts: [Cu-]=O (copper(I)oxide). Solvent: C(C)#N (acetonitrile). The product is COC(C1=CC(=CC(=C1)OC1=CC=CC=C1)OC1=CC=C(C=C1)Br)=O (3-(4-bromophenoxy)-5-phenoxybenzoic acid methyl ester). Isolated yield 23.5%. As a reaction SMILES: [CH3:1][O:2][C:3](=[O:19])[C:4]1[CH:9]=[C:8]([OH:10])[CH:7]=[C:6]([O:11][C:12]2[CH:17]=[CH:16][C:15]([Br:18])=[CH:14][CH:13]=2)[CH:5]=1.I[C:21]1[CH:26]=[CH:25][CH:24]=[CH:23][CH:22]=1.C(=O)([O-])[O-].[Cs+].[Cs+].S([O-])([O-])(=O)=O.[Mg+2].CC(=NO)C(C)=NO>C(#N)C.[Cu-]=O>[CH3:1][O:2][C:3](=[O:19])[C:4]1[CH:9]=[C:8]([O:10][C:21]2[CH:26]=[CH:25][CH:24]=[CH:23][CH:22]=2)[CH:7]=[C:6]([O:11][C:12]2[CH:17]=[CH:16][C:15]([Br:18])=[CH:14][CH:13]=2)[CH:5]=1 |f:2.3.4,5.6|. Reported procedure: To a solution of 3-(4-bromophenoxy)-5-hydroxybenzoic acid methyl ester (200 mg, 0.619 mmol) in 10 mL of acetonitrile was added iodobenzene (189 mg, 0.928 mmol), cesium carbonate (403 mg, 1.24 mmol), copper(I)oxide (5 mg, 0.03 mmol), magnesium sulfate (185 mg), and dimethylglyoxime (14 mg, 0.124 mmol). The mixture was stirred at reflux for 16 h. Then the mixture was filtered through a pad of Celite and the filtrate was evaporated. The residue was chromatographied on silica gel using an ethyl acet...